Dataset: the Open Reaction Database (ORD), a public repository of structured organic reaction records. Task: describe an organic reaction: reactants, conditions, products, and yield The reactants are Cc1cc(C(C)(C)C)c(O)c(C)c1CCl, CCCCCCC, COP(OC)OC. The product is COP(=O)(Cc1c(C)cc(C(C)(C)C)c(O)c1C)OC. As a reaction SMILES: [C:1]([CH3:2])([CH3:3])([CH3:4])[c:5]1[cH:6][c:7]([CH3:15])[c:8]([CH2:13][Cl:14])[c:9]([CH3:12])[c:10]1[OH:11].[CH3:23][CH2:24][CH2:25][CH2:26][CH2:27][CH2:28][CH3:29].[P:16]([O:17][CH3:18])([O:19][CH3:20])[O:21][CH3:22]>>[C:1]([CH3:2])([CH3:3])([CH3:4])[c:5]1[cH:6][c:7]([CH3:15])[c:8]([CH2:13][P:16]([O:17][CH3:18])([O:19][CH3:20])=[O:21])[c:9]([CH3:12])[c:10]1[OH:11]. The reactants are C(C)(=O)O (acetic acid), C(C)O (ethanol), [N+](=O)([O-])C1=C(C=O)C=CC(=C1)[N+](=O)[O-] (2,4-dinitrobenzaldehyde), C1(=CC=CC=C1)P(C1=CC=CC=C1)(C1=CC=CC=C1)=CC(=O)OCC (ethyl (triphenylphosphoranylidene)-acetate). The solvent is C(C=C)(=O)[O-] (propenoate). Product: N1C(C=CC2=CC=CC=C12)=O (1H-quinolin-2-one). As a reaction SMILES: [N+:1]([C:4]1[CH:11]=[C:10]([N+]([O-])=O)[CH:9]=[CH:8][C:5]=1[CH:6]=O)([O-])=O.C1(P(=[CH:34][C:35](OCC)=[O:36])(C2C=CC=CC=2)C2C=CC=CC=2)C=CC=CC=1.C(O)(=O)C.C(O)C>C([O-])(=O)C=C>[NH:1]1[C:4]2[C:5](=[CH:8][CH:9]=[CH:10][CH:11]=2)[CH:6]=[CH:34][C:35]1=[O:36]. Procedure details: Synthesis of intermediates containing A2-77 (V═O) is shown in Scheme 54. Utilizing the procedure published by Doherty et. al (see WO 03/0999284), Wittig homologation of commercially available 2,4-dinitrobenzaldehyde (251) with ethyl (triphenylphosphoranylidene)-acetate results in propenoate 252. Catalytic hydrogenation in the presence of glacial acetic acid and ethanol results in the target 1H-quinolin-2-one 253 which, utilizing the same oxidation/reduction sequence as shown in Scheme 53 results... Reactants: ice, COC(C(=O)O)C1=C2C=CC=NC2=CC=C1 (2-methoxy-2-(quinolin-5-yl)acetic acid), CN1CCOCC1 (NMM), ClC(=O)OCC(C)C (isobutyl chloroformate), Cl.CNOC (N,O-dimethylhydroxylamine hydrochloride). Run in C(Cl)Cl (CH2Cl2). Conditions: time 40 minute. Product: CON(C(C(C1=C2C=CC=NC2=CC=C1)OC)=O)C (N,2-dimethoxy-N-methyl-2-(quinolin-5-yl)acetamide). Isolated yield 60.0%. As a reaction SMILES: [CH3:1][O:2][CH:3]([C:7]1[CH:16]=[CH:15][CH:14]=[C:13]2[C:8]=1[CH:9]=[CH:10][CH:11]=[N:12]2)[C:4]([OH:6])=O.CN1CCOCC1.ClC(OCC(C)C)=O.Cl.[CH3:33][NH:34][O:35][CH3:36]>C(Cl)Cl>[CH3:36][O:35][N:34]([CH3:33])[C:4](=[O:6])[CH:3]([O:2][CH3:1])[C:7]1[CH:16]=[CH:15][CH:14]=[C:13]2[C:8]=1[CH:9]=[CH:10][CH:11]=[N:12]2 |f:3.4|. Procedure: To an ice-cold solution of 2-methoxy-2-(quinolin-5-yl)acetic acid (2.8 g, 12.9 mmol) in anhydrous CH2Cl2 (50 mL) and NMM (3.1 mL, 29 mmol) under argon was added isobutyl chloroformate (1.9 mL, 14 mmol) dropwise. After stirring over an ice bath for 40 min, N,O-dimethylhydroxylamine hydrochloride (1.63 g, 16.8 mmol) was added in three aliquots over a period of 15 min. The mixture was stirred for 15 min then the ice bath was removed. After 24 hrs, saturated aqueous NaHCO3 was added and stirred for ... Reactants: Br, CCCC1CCC(CBr)(c2ccc(Cl)cc2)O1, ClCCl, C=C(CC(CO)CCC)c1ccc(Cl)cc1Cl, c1ccncc1. The product is CCCC1COC(CBr)(c2ccc(Cl)cc2Cl)C1. RXN SMILES: [Br:35].[Cl:1][c:2]1[cH:3][cH:4][c:5]([C:6]2([CH2:7][Br:17])[CH2:8][CH2:9][CH:10]([CH2:11][CH2:12][CH3:13])[O:14]2)[cH:15][cH:16]1.[Cl:42][CH2:43][Cl:44].[OH:18][CH2:19][CH:20]([CH2:21][C:22](=[CH2:23])[c:24]1[c:25]([Cl:31])[cH:26][c:27]([Cl:30])[cH:28][cH:29]1)[CH2:32][CH2:33][CH3:34].[cH:36]1[cH:37][cH:38][n:39][cH:40][cH:41]1>>[Br:17][CH2:23][C:22]1([c:24]2[c:25]([Cl:31])[cH:26][c:27]([Cl:30])[cH:28][cH:29]2)[O:18][CH2:19][CH:20]([CH2:32][CH2:33][CH3:34])[CH2:21]1. The reactants are CC(=O)O, CCOC(C)=O, COc1ccc(F)cc1C1(O)CCNCC1, [Na+], [OH-], O, O=S(=O)(O)O. Product: COc1ccc(F)cc1C1=CCNCC1. Reaction SMILES: [CH3:24][C:25](=[O:26])[OH:27].[CH3:28][CH2:29][O:30][C:31]([CH3:32])=[O:33].[F:1][c:2]1[cH:3][cH:4][c:5]([O:15][CH3:16])[c:6]([C:8]2([OH:14])[CH2:9][CH2:10][NH:11][CH2:12][CH2:13]2)[cH:7]1.[Na+:23].[OH-:22].[OH2:34].[S:17](=[O:18])(=[O:19])([OH:20])[OH:21]>>[F:1][c:2]1[cH:3][cH:4][c:5]([O:15][CH3:16])[c:6]([C:8]2=[CH:9][CH2:10][NH:11][CH2:12][CH2:13]2)[cH:7]1. The reactants are FC=1C=C2CC(C(C2=CC1)=NNC(=O)NC1=CC=C(C=C1)Br)(O)C1=CC=C(C=C1)F (2-[5-Fluoro-2-(4-fluorophenyl)-2,3-dihydro-2-hydroxy-1H-inden-1-ylidene]-N-[4-bromophenyl]hydrazine-carboxamide), C=O (paraformaldehyde), O.C1(=CC=C(C=C1)S(=O)(=O)O)C (p-toluene sulfonic acid monohydrate). Run in C(C)#N (acetonitrile). Product: FC=1C=C2CC3(C(=NN(CO3)C(=O)NC3=CC=C(C=C3)Br)C2=CC1)C1=CC=C(C=C1)F (7-Fluoro-4a-(4-fluorophenyl)-4a,5-dihydro-N-[4-bromophenyl]-indeno[1,2-e]-[1,3,4]oxadiazine-2(3H)-carboxamide). Isolated yield 447.8%. As a reaction SMILES: [F:1][C:2]1[CH:3]=[C:4]2[C:8](=[CH:9][CH:10]=1)[C:7](=[N:11][NH:12][C:13]([NH:15][C:16]1[CH:21]=[CH:20][C:19]([Br:22])=[CH:18][CH:17]=1)=[O:14])[C:6]([C:24]1[CH:29]=[CH:28][C:27]([F:30])=[CH:26][CH:25]=1)([OH:23])[CH2:5]2.C=O.O.[C:34]1(C)C=CC(S(O)(=O)=O)=CC=1>C(#N)C>[F:1][C:2]1[CH:3]=[C:4]2[C:8](=[CH:9][CH:10]=1)[C:7]1=[N:11][N:12]([C:13]([NH:15][C:16]3[CH:17]=[CH:18][C:19]([Br:22])=[CH:20][CH:21]=3)=[O:14])[CH2:34][O:23][C:6]1([C:24]1[CH:29]=[CH:28][C:27]([F:30])=[CH:26][CH:25]=1)[CH2:5]2 |f:2.3|. Reported procedure: A mixture of 0.80 g (0.0017 moles) of the product obtained in Step C, 0.25 g (0.0027 moles) of paraformaldehyde, 50 mg of p-toluene sulfonic acid monohydrate and 45 mL of acetonitrile was refluxed for 30 minutes. The resulting mixture was partitioned between chloroform and saturated aqueous sodium bicarbonate and the aqueous layer was extracted three times with chloroform. The combined organic layers were dried over magnesium sulfate and concentrated to give a yellow solid. The solid was tritura...